From a dataset of the Open Reaction Database (ORD), a public repository of structured organic reaction records. describe an organic reaction: reactants, conditions, products, and yield Starting materials: [Br-].BrC[P+](C1=CC=CC=C1)(C1=CC=CC=C1)C1=CC=CC=C1 (bromomethyltriphenylphosphonium bromide), O (Water), CC(C)(C)[O-].[K+] (potassium tert-butylate), C1OC(CC=CC(=CC=O)C)(C)OC1 (7,7-ethylenedioxy-3-methyl-2,4-octadienal). Solvent: O1CCCC1 (tetrahydrofuran), O1CCCC1 (tetrahydrofuran), petroleum ether. Run at temperature -70 celsius, time 30 minute. The product is C1OC(CC=CC(=CC=CBr)C)(C)OC1 (8,8-ethylenedioxy-1-bromo-4-methyl-1,3,5-nonatriene). The yield is 70.4%. As a reaction SMILES: [Br-].[Br:2][CH2:3][P+](C1C=CC=CC=1)(C1C=CC=CC=1)C1C=CC=CC=1.CC([O-])(C)C.[K+].[CH2:29]1[CH2:42][O:41][C:31]([CH3:40])([CH2:32][CH:33]=[CH:34][C:35]([CH3:39])=[CH:36][CH:37]=O)[O:30]1.O>O1CCCC1>[CH2:29]1[CH2:42][O:41][C:31]([CH3:40])([CH2:32][CH:33]=[CH:34][C:35]([CH3:39])=[CH:36][CH:37]=[CH:3][Br:2])[O:30]1 |f:0.1,2.3|. Procedure: Anhydrous tetrahydrofuran (22 cc) and bromomethyltriphenylphosphonium bromide (1.7 g, 3.9 mmol) are introduced into a 50-cc round-bottomed flask. This is cooled to -70° C. and potassium tert-butylate (0.44 g) is then added over 10 minutes. The mixture is stirred for 1 hour 30 minutes and 7,7-ethylenedioxy-3-methyl-2,4-octadienal (0.5 g) is then added in solution in tetrahydrofuran (3 cc) over 10 minutes. The temperature is allowed to rise to 10° C. and stirring is then performed for 2 hours 20 m... Starting materials: COC(=O)COc1ccc(O)cc1, Cl, [Na+], [OH-]. The product is O=C(O)COc1ccc(O)cc1. As a reaction SMILES: [CH3:1][O:2][C:3]([CH2:4][O:5][c:6]1[cH:7][cH:8][c:9]([OH:12])[cH:10][cH:11]1)=[O:13].[ClH:14].[Na+:16].[OH-:15]>>[O:2]=[C:3]([CH2:4][O:5][c:6]1[cH:7][cH:8][c:9]([OH:12])[cH:10][cH:11]1)[OH:13]. Starting materials: BrC(Br)(Br)Br, CCOCC, CO, ClCCl, COC(=O)C1CC(O)CN1C(=O)OC(C)(C)C, c1ccc(P(c2ccccc2)c2ccccc2)cc1. Product: COC(=O)C1CC(Br)CN1C(=O)OC(C)(C)C. RXN SMILES: [C:21]([Br:22])([Br:23])([Br:24])[Br:25].[CH3:45][CH2:46][O:47][CH2:48][CH3:49].[CH3:50][OH:51].[Cl:18][CH2:19][Cl:20].[OH:1][CH:2]1[CH2:3][CH:4]([C:14](=[O:15])[O:16][CH3:17])[N:5]([C:7](=[O:8])[O:9][C:10]([CH3:11])([CH3:12])[CH3:13])[CH2:6]1.[c:26]1([P:27]([c:28]2[cH:29][cH:30][cH:31][cH:32][cH:33]2)[c:34]2[cH:35][cH:36][cH:37][cH:38][cH:39]2)[cH:40][cH:41][cH:42][cH:43][cH:44]1>>[CH:2]1([Br:22])[CH2:3][CH:4]([C:14](=[O:15])[O:16][CH3:17])[N:5]([C:7](=[O:8])[O:9][C:10]([CH3:11])([CH3:12])[CH3:13])[CH2:6]1. The reactants are CCO, CC1CCC(C(=O)N(c2cc(-c3ccccc3)sc2C(=O)O)C(C)CN=[N+]=[N-])CC1. Yields the product CC1CCC(C(=O)N(c2cc(-c3ccccc3)sc2C(=O)O)C(C)CN)CC1. Reaction SMILES: [CH3:31][CH2:32][OH:33].[N:1](=[N+:2]=[N-:3])[CH2:4][CH:5]([CH3:6])[N:7]([c:8]1[c:9]([C:19](=[O:20])[OH:21])[s:10][c:11](-[c:13]2[cH:14][cH:15][cH:16][cH:17][cH:18]2)[cH:12]1)[C:22](=[O:23])[CH:24]1[CH2:25][CH2:26][CH:27]([CH3:30])[CH2:28][CH2:29]1>>[NH2:1][CH2:4][CH:5]([CH3:6])[N:7]([c:8]1[c:9]([C:19](=[O:20])[OH:21])[s:10][c:11](-[c:13]2[cH:14][cH:15][cH:16][cH:17][cH:18]2)[cH:12]1)[C:22](=[O:23])[CH:24]1[CH2:25][CH2:26][CH:27]([CH3:30])[CH2:28][CH2:29]1. The reactants are BrC=1C=C(C=NC1)[C@H](CC(=O)OC(C)(C)C)NC(=O)[C@H]1CN(CCC1)C(CCC1CCN(CC1)C(=O)OC(C)(C)C)=O (tert-butyl 4-[3-((3R)-3-{[(1S)-1-(5-bromopyridin-3-yl)-3-tert-butoxy-3-oxopropyl]carbamoyl}piperidin-1-yl)-3-oxopropyl]piperidine-1-carboxylate), FCCOC1=CC=C(C=C1)C#C[Si](C)(C)C ({[4-(2-fluoroethoxy)phenyl]ethynyl}(trimethyl)silane), [F-].C(CCC)[N+](CCCC)(CCCC)CCCC (tetra-n-butyl ammonium fluoride). The reagents and catalysts are [Cu](I)I (copper iodide), [Pd].C1(=CC=CC=C1)P(C1=CC=CC=C1)C1=CC=CC=C1.C1(=CC=CC=C1)P(C1=CC=CC=C1)C1=CC=CC=C1.C1(=CC=CC=C1)P(C1=CC=CC=C1)C1=CC=CC=C1.C1(=CC=CC=C1)P(C1=CC=CC=C1)C1=CC=CC=C1 (tetrakis(triphenylphosphine) palladium(0)). The solvent is COCCOC (1,2-dimethoxyethan), C(CCC)N (n-butyl amine), C1CCOC1 (THF), O (water). Product: C(C)(C)(C)OC(C[C@@H](C=1C(=NC=CC1)C#CC1=CC=C(C=C1)OCCF)NC(=O)[C@H]1CN(CCC1)C(CCC1CCN(CC1)C(=O)OC(C)(C)C)=O)=O (tert-butyl 4-{3-[(3R)-3-{[(1S)-3-tert-butoxy-1-({[4-(2-fluoroethoxy)phenyl]ethynyl}pyridin-3-yl)-3-oxopropyl]carbamoyl}piperidin-1-yl]-3-oxopropyl}piperidine-1-carboxylate). The yield is 39.0%. As a reaction SMILES: Br[C:2]1[CH:3]=[C:4]([C@@H:8]([NH:17][C:18]([C@@H:20]2[CH2:25][CH2:24][CH2:23][N:22]([C:26](=[O:42])[CH2:27][CH2:28][CH:29]3[CH2:34][CH2:33][N:32]([C:35]([O:37][C:38]([CH3:41])([CH3:40])[CH3:39])=[O:36])[CH2:31][CH2:30]3)[CH2:21]2)=[O:19])[CH2:9][C:10]([O:12][C:13]([CH3:16])([CH3:15])[CH3:14])=[O:11])[CH:5]=[N:6][CH:7]=1.[F:43][CH2:44][CH2:45][O:46][C:47]1[CH:52]=[CH:51][C:50]([C:53]#[C:54][Si](C)(C)C)=[CH:49][CH:48]=1.[F-].C([N+](CCCC)(CCCC)CCCC)CCC>COCCOC.C(N)CCC.C1COCC1.O.[Cu](I)I.[Pd].C1(P(C2C=CC=CC=2)C2C=CC=CC=2)C=CC=CC=1.C1(P(C2C=CC=CC=2)C2C=CC=CC=2)C=CC=CC=1.C1(P(C2C=CC=CC=2)C2C=CC=CC=2)C=CC=CC=1.C1(P(C2C=CC=CC=2)C2C=CC=CC=2)C=CC=CC=1>[C:13]([O:12][C:10](=[O:11])[CH2:9][C@H:8]([NH:17][C:18]([C@@H:20]1[CH2:25][CH2:24][CH2:23][N:22]([C:26](=[O:42])[CH2:27][CH2:28][CH:29]2[CH2:30][CH2:31][N:32]([C:35]([O:37][C:38]([CH3:41])([CH3:40])[CH3:39])=[O:36])[CH2:33][CH2:34]2)[CH2:21]1)=[O:19])[C:4]1[C:5]([C:54]#[C:53][C:50]2[CH:51]=[CH:52][C:47]([O:46][CH2:45][CH2:44][F:43])=[CH:48][CH:49]=2)=[N:6][CH:7]=[CH:2][CH:3]=1)([CH3:14])([CH3:16])[CH3:15] |f:2.3,9.10.11.12.13|. Procedure details: To a degassed solution of tert-butyl 4-[3-((3R)-3-{[(1S)-1-(5-bromopyridin-3-yl)-3-tert-butoxy-3-oxopropyl]carbamoyl}piperidin-1-yl)-3-oxopropyl]piperidine-1-carboxylate (example 27c, 100 mg, 150 μmol), copper iodide (3.5 mg, 20 μmol), tetrakis(triphenylphosphine) palladium(0) (17.7 mg, 20 μmol) and {[4-(2-fluoroethoxy)phenyl]ethynyl}(trimethyl)silane (73 mg, 310 μmol) in 1,2-dimethoxyethan (0.9 mL) and n-butyl amine (0.23 mL) was added a 1 M tetra-n-butyl ammonium fluoride solution in THF (200 ... Reactants: [H-].[Na+] (sodium hydride), O (water), N1C=CC=2C(=CC=CC12)C=O (Indole-4-carbaldehyde), C1(=CC(=CC=C1)N=C=O)C (m-tolylisocyanate). The solvent is CN(C=O)C (dimethylformamide), CCCCCC.C(C)(=O)OCC (hexane ethyl acetate). Run at time 30 minute. Product: C1(=CC(=CC=C1)NC(=O)N1C=CC=2C(=CC=CC12)C=O)C (1-(m-tolylcarbamoyl)indole-4-carbaldehyde). Yield: 88.2%. Reaction SMILES: [NH:1]1[C:9]2[CH:8]=[CH:7][CH:6]=[C:5]([CH:10]=[O:11])[C:4]=2[CH:3]=[CH:2]1.[H-].[Na+].[C:14]1([CH3:23])[CH:19]=[CH:18][CH:17]=[C:16]([N:20]=[C:21]=[O:22])[CH:15]=1.O>CN(C)C=O.CCCCCC.C(OCC)(=O)C>[C:14]1([CH3:23])[CH:19]=[CH:18][CH:17]=[C:16]([NH:20][C:21]([N:1]2[C:9]3[CH:8]=[CH:7][CH:6]=[C:5]([CH:10]=[O:11])[C:4]=3[CH:3]=[CH:2]2)=[O:22])[CH:15]=1 |f:1.2,6.7|. Procedure details: Indole-4-carbaldehyde (435 mg) was dissolved in 8 ml of dimethylformamide at room temperature under an argon gas atmosphere, then 126 mg of sodium hydride (content 60%) was added to the resulting solution and the mixture was stirred for 30 minutes, then 439 mg of m-tolylisocyanate was added thereto and the resulting mixture was stirred for one hour. The reaction solution was added to 50 ml of water followed by extraction with ethyl acetate (50 ml×2). The resulting organic phase was washed with w...